Task: describe an organic reaction: reactants, conditions, products, and yield. Dataset: the Open Reaction Database (ORD), a public repository of structured organic reaction records Starting materials: CCCCCCCCC=CCCCCCCCC (9-octadecene), 9-triscosene, CCCCCCCCC=CCCCCCCCCCCC (9-heneicosene), CC=CCCCCCCCCCCCCC (2-hexadecene), olefin, CC=CCCCCCCCCCCC (2-tetradecene). The product is C=CCCCCCCCCCCCCCCCCCCCCC (tricosene), C=CCCCCCCCCCCCCCCCCCCC (heneicosene). As a reaction SMILES: [CH3:1][CH2:2][CH2:3][CH2:4][CH2:5][CH2:6][CH2:7][CH2:8][CH:9]=[CH:10][CH2:11][CH2:12][CH2:13][CH2:14][CH2:15][CH2:16][CH2:17][CH2:18][CH2:19][CH2:20][CH3:21].[CH3:22][CH2:23]CCCCCCC=CCCCCCCCC.CC=CCCCCCCCCCCCCC.CC=CCCCCCCCCCCC>>[CH2:1]=[CH:2][CH2:3][CH2:4][CH2:5][CH2:6][CH2:7][CH2:8][CH2:9][CH2:10][CH2:11][CH2:12][CH2:13][CH2:14][CH2:15][CH2:16][CH2:17][CH2:18][CH2:19][CH2:20][CH2:21][CH2:22][CH3:23].[CH2:1]=[CH:2][CH2:3][CH2:4][CH2:5][CH2:6][CH2:7][CH2:8][CH2:9][CH2:10][CH2:11][CH2:12][CH2:13][CH2:14][CH2:15][CH2:16][CH2:17][CH2:18][CH2:19][CH2:20][CH3:21]. Reported procedure: A mixture of 9-triscosene and 9-heneicosene was prepared by following the process described in Example 8, namely by conducting, over 39 g. of the aforedescribed rehenium-containing catalyst, at 60° C., a mixture of 196 g. (0.79 mole) of 9-octadecene, 58 g. (0.26 mole) of 2-hexadecene, and 16 g. (0.08 mole) of 2-tetradecene. After a reaction time of 5 hours and with a throughput of 200 ml. of olefin mixture per hour, 3.2% by weight of tricosene and 1.4% by weight of heneicosene were obtained. The...